Dataset: the Open Reaction Database (ORD), a public repository of structured organic reaction records. Task: describe an organic reaction: reactants, conditions, products, and yield Starting materials: C(C)(C)N(C(C)C)CC (N,N-diisopropylethylamine), OCCC#C (4-hydroxybutyne), BrC=1N=CC(=NC1)NC([C@H](CC1CCCC1)C1=CC(=C(C=C1)S(=O)(=O)C)Cl)=O (N-(5-bromo-pyrazin-2-yl)-2(R)-(3-chloro-4-methanesulfonyl-phenyl)-3-cyclopentyl-propionamide). The reagents and catalysts are Cl[Pd]([P](C1=CC=CC=C1)(C2=CC=CC=C2)C3=CC=CC=C3)([P](C4=CC=CC=C4)(C5=CC=CC=C5)C6=CC=CC=C6)Cl (dichlorobis(triphenylphosphine)palladium(II)), [Cu]I (copper(I) iodide). Run in C1(=CC=CC=C1)C (toluene). Reaction conditions: temperature 25 celsius, time 8 hour. Product: ClC=1C=C(C=CC1S(=O)(=O)C)[C@H](C(=O)NC1=NC=C(N=C1)C#CCCO)CC1CCCC1 (2(R)-(3-chloro-4-methanesulfonyl-phenyl)-3-cyclopentyl-N-[5-(4-hydroxy-but-1-ynyl)-pyrazin-2-yl]-propionamide). Yield: 91.0%. RXN SMILES: Br[C:2]1[N:3]=[CH:4][C:5]([NH:8][C:9](=[O:28])[C@@H:10]([C:17]2[CH:22]=[CH:21][C:20]([S:23]([CH3:26])(=[O:25])=[O:24])=[C:19]([Cl:27])[CH:18]=2)[CH2:11][CH:12]2[CH2:16][CH2:15][CH2:14][CH2:13]2)=[N:6][CH:7]=1.C(N(CC)C(C)C)(C)C.[OH:38][CH2:39][CH2:40][C:41]#[CH:42]>C1(C)C=CC=CC=1.Cl[Pd](Cl)([P](C1C=CC=CC=1)(C1C=CC=CC=1)C1C=CC=CC=1)[P](C1C=CC=CC=1)(C1C=CC=CC=1)C1C=CC=CC=1.[Cu]I>[Cl:27][C:19]1[CH:18]=[C:17]([C@@H:10]([CH2:11][CH:12]2[CH2:16][CH2:15][CH2:14][CH2:13]2)[C:9]([NH:8][C:5]2[CH:4]=[N:3][C:2]([C:42]#[C:41][CH2:40][CH2:39][OH:38])=[CH:7][N:6]=2)=[O:28])[CH:22]=[CH:21][C:20]=1[S:23]([CH3:26])(=[O:25])=[O:24] |^1:52,71|. Reported procedure: A suspension of N-(5-bromo-pyrazin-2-yl)-2(R)-(3-chloro-4-methanesulfonyl-phenyl)-3-cyclopentyl-propionamide (prepared as in Example 6, 729 mg, 1.5 mmol) in toluene (8 mL) was treated with N,N-diisopropylethylamine (2 mL), 4-hydroxybutyne (210 mg, 3.0 mmol), dichlorobis(triphenylphosphine)palladium(II) (60 mg), and copper(I) iodide (30 mg). The mixture was stirred at 25° C. overnight, and an oily black precipitate was obtained. The top clear solution was decanted, and the oily precipitate was ri...